From a dataset of the Open Reaction Database (ORD), a public repository of structured organic reaction records. describe an organic reaction: reactants, conditions, products, and yield Starting materials: CO (methanol), BrC1=C2C(=CNC2=CC=C1)C=O (4-bromo-1H-indole-3-carboaldehyde), [C-]#N.[Na+] (sodium cyanide). The reagents and catalysts are [O-2].[O-2].[Mn+4] (manganese dioxide). The solvent is C(C)(=O)OCC (ethyl acetate). Reaction conditions: time 8 hour. Yields the product BrC1=C2C(=CNC2=CC=C1)C(=O)OC (methyl 4-bromo-1H-indole-3-carboxylate). As a reaction SMILES: [CH3:1][OH:2].[Br:3][C:4]1[CH:12]=[CH:11][CH:10]=[C:9]2[C:5]=1[C:6]([CH:13]=[O:14])=[CH:7][NH:8]2.[C-]#N.[Na+]>[O-2].[O-2].[Mn+4].C(OCC)(=O)C>[Br:3][C:4]1[CH:12]=[CH:11][CH:10]=[C:9]2[C:5]=1[C:6]([C:13]([O:2][CH3:1])=[O:14])=[CH:7][NH:8]2 |f:2.3,4.5.6|. Procedure: To a methanol (40 mL) solution of 4-bromo-1H-indole-3-carboaldehyde [Chem. Pharm. Bull. 33,3696 (1985)] (395 mg), sodium cyanide (432 mg) and manganese dioxide (15.3 g) were sequentially added and the mixture was stirred overnight at room temperature. To the reaction mixture, ethyl acetate (50 mL) was added and insoluble matters were removed. The filtrate was concentrated and water was added to the residue, and then the solution was extracted with ethyl acetate. The organic layer was washed in t...